The task is: describe an organic reaction: reactants, conditions, products, and yield. This data is from the Open Reaction Database (ORD), a public repository of structured organic reaction records. Starting materials: C(C)(=O)N[C@@H](CS)C(=O)O (N-acetyl-(R)-cysteine), C(C(C)C)C1=CC=C(C=C1)[C@H](C(=O)Cl)C ((2R)-2-(4-isobutyl-phenyl)-propionyl chloride). Product: C(C)(=O)N[C@@H](CSC([C@H](C)C1=CC=C(C=C1)CC(C)C)=O)C(=O)O (N-acetyl-S-[(2R)-2-(4-isobutylphenyl)-propionyl]-(R)-cysteine). Reaction SMILES: [C:1]([NH:4][C@H:5]([C:8]([OH:10])=[O:9])[CH2:6][SH:7])(=[O:3])[CH3:2].[CH2:11]([C:15]1[CH:20]=[CH:19][C:18]([C@@H:21]([CH3:25])[C:22](Cl)=[O:23])=[CH:17][CH:16]=1)[CH:12]([CH3:14])[CH3:13]>>[C:1]([NH:4][C@H:5]([C:8]([OH:10])=[O:9])[CH2:6][S:7][C:22](=[O:23])[C@@H:21]([C:18]1[CH:19]=[CH:20][C:15]([CH2:11][CH:12]([CH3:14])[CH3:13])=[CH:16][CH:17]=1)[CH3:25])(=[O:3])[CH3:2]. Procedure details: By operating in a way similar to that described in the Example 2, and starting from N-acetyl-(R)-cysteine (39.5 g) and (2R)-2-(4-isobutyl-phenyl)-propionyl chloride (45.4 g) the desired product is obtained (18 g) as a solid melting at 102°-104° C.; [α]D20 =-79.6° (c=1%, EtOH). Starting materials: C1(=CC=CC=C1)O (phenol), [H-].[Na+] (sodium hydride), S(=O)(=O)(OCCC(C)C1=CC(=CC=C1)OCC1=CC=CC=C1)C1=CC=C(C)C=C1 (3-(3-benzyloxyphenyl)butyl tosylate). Solvent: CN(C=O)C (dimethylformamide), CN(C=O)C (dimethylformamide), O (water). Reaction conditions: time 1 hour. Product: C(C1=CC=CC=C1)OC=1C=C(C=CC1)C(CCOC1=CC=CC=C1)C (3-(3-Benzyloxyphenyl)-1-phenoxybutane). Reaction SMILES: [C:1]1(O)[CH:6]=[CH:5][CH:4]=[CH:3][CH:2]=1.[H-].[Na+].S(C1C=CC(C)=CC=1)([O:13][CH2:14][CH2:15][CH:16]([C:18]1[CH:23]=[CH:22][CH:21]=[C:20]([O:24][CH2:25][C:26]2[CH:31]=[CH:30][CH:29]=[CH:28][CH:27]=2)[CH:19]=1)[CH3:17])(=O)=O>CN(C)C=O.O>[CH2:25]([O:24][C:20]1[CH:19]=[C:18]([CH:16]([CH3:17])[CH2:15][CH2:14][O:13][C:1]2[CH:6]=[CH:5][CH:4]=[CH:3][CH:2]=2)[CH:23]=[CH:22][CH:21]=1)[C:26]1[CH:27]=[CH:28][CH:29]=[CH:30][CH:31]=1 |f:1.2|. Procedure: A solution of phenol (4.56 g., 48.6 mmole) in dimethylformamide (40 ml.) is added under a nitrogen atmosphere to a suspension of sodium hydride (2.32 g., 48.6 mmole) of 50% previously washed with pentane) in dimethylformamide (70 ml.) at 60° C. The reaction mixture is stirred for one hour at 60°-70° C., after which a solution of 3-(3-benzyloxyphenyl)butyl tosylate (18.9 g., 46 mmole) in dimethylformamide (80 ml.) is added. The reaction mixture is stirred at 80° C. for a half hour and is then coo... Starting materials: COC(=O)c1ccc(SCc2ccc(Cn3c(C(=O)OC)c(-c4ccccc4)c4cc(Br)ccc4c3=O)cc2)cc1, ClCCl, O=C(OO)c1cccc(Cl)c1. Product: COC(=O)c1ccc(S(=O)Cc2ccc(Cn3c(C(=O)OC)c(-c4ccccc4)c4cc(Br)ccc4c3=O)cc2)cc1. Reaction SMILES: [CH3:1][O:2][C:3](=[O:4])[c:5]1[n:6]([CH2:23][c:24]2[cH:25][cH:26][c:27]([CH2:30][S:31][c:32]3[cH:33][cH:34][c:35]([C:38](=[O:39])[O:40][CH3:41])[cH:36][cH:37]3)[cH:28][cH:29]2)[c:7](=[O:22])[c:8]2[cH:9][cH:10][c:11]([Br:21])[cH:12][c:13]2[c:14]1-[c:15]1[cH:16][cH:17][cH:18][cH:19][cH:20]1.[Cl:53][CH2:54][Cl:55].[OH:42][O:43][C:44]([c:45]1[cH:46][c:47]([Cl:48])[cH:49][cH:50][cH:51]1)=[O:52]>>[CH3:1][O:2][C:3](=[O:4])[c:5]1[n:6]([CH2:23][c:24]2[cH:25][cH:26][c:27]([CH2:30][S:31]([c:32]3[cH:33][cH:34][c:35]([C:38](=[O:39])[O:40][CH3:41])[cH:36][cH:37]3)=[O:42])[cH:28][cH:29]2)[c:7](=[O:22])[c:8]2[cH:9][cH:10][c:11]([Br:21])[cH:12][c:13]2[c:14]1-[c:15]1[cH:16][cH:17][cH:18][cH:19][cH:20]1. Reactants: BrC1=CC=C(C=CCBr)C=C1 (4-bromocinnamyl bromide), COC=1C=C(C=CC1OC)C=1NC2=CC=CC=C2C1CCN (2-[2-(3,4-dimethoxyphenyl)-1H-indol-3-yl]ethylamine). The solvent is C(Cl)Cl (methylene chloride), CN(C=O)C (N,N-dimethylformamide), C(Cl)Cl (methylene chloride). Product: BrC1=CC=C(C=C1)C=CCNCCC1=C(NC2=CC=CC=C12)C1=CC(=C(C=C1)OC)OC ([3-(4-bromophenyl)allyl]-[2-[2-(3,4-dimethoxyphenyl)-1H-indol-3-yl]ethyl]amine). Reaction SMILES: [CH3:1][O:2][C:3]1[CH:4]=[C:5]([C:11]2[NH:12][C:13]3[C:18]([C:19]=2[CH2:20][CH2:21][NH2:22])=[CH:17][CH:16]=[CH:15][CH:14]=3)[CH:6]=[CH:7][C:8]=1[O:9][CH3:10].[Br:23][C:24]1[CH:33]=[CH:32][C:27]([CH:28]=[CH:29][CH2:30]Br)=[CH:26][CH:25]=1>CN(C)C=O.C(Cl)Cl>[Br:23][C:24]1[CH:33]=[CH:32][C:27]([CH:28]=[CH:29][CH2:30][NH:22][CH2:21][CH2:20][C:19]2[C:18]3[C:13](=[CH:14][CH:15]=[CH:16][CH:17]=3)[NH:12][C:11]=2[C:5]2[CH:6]=[CH:7][C:8]([O:9][CH3:10])=[C:3]([O:2][CH3:1])[CH:4]=2)=[CH:26][CH:25]=1. Procedure: To a stirred solution of 2-[2-(3,4-dimethoxyphenyl)-1H-indol-3-yl]ethylamine (261 mg in a mixture of 3 mL N,N-dimethylformamide and 8 mL methylene chloride) at 0° C. was added a solution of 81 mg of 4-bromocinnamyl bromide in 2 mL methylene chloride and the mixture allowed to warm to room temperature. After 27 hours the reaction was quenched by the addition of water followed by extraction with ethyl acetate. The organic portion was dried over over sodium sulfate and purified by flash chromatogra... Reactants: [Li]C(C)(C)C, C1CCOC1, CCOC(=O)c1ccc(N=Nc2ccc3c(c2)C(OS(=O)(=O)C(F)(F)F)=CCC3(C)C)cc1, c1ccsc1, c1ccc(P(c2ccccc2)(c2ccccc2)[Pd](P(c2ccccc2)(c2ccccc2)c2ccccc2)(P(c2ccccc2)(c2ccccc2)c2ccccc2)P(c2ccccc2)(c2ccccc2)c2ccccc2)cc1. The product is CCOC(=O)c1ccc(N=Nc2ccc3c(c2)C(c2cccs2)=CCC3(C)C)cc1. RXN SMILES: [C:6]([Li:7])([CH3:8])([CH3:9])[CH3:10].[CH2:44]1[O:45][CH2:46][CH2:47][CH2:48]1.[CH3:11][C:12]1([CH3:43])[c:13]2[cH:14][cH:15][c:16]([N:30]=[N:31][c:32]3[cH:33][cH:34][c:35]([C:36](=[O:37])[O:38][CH2:39][CH3:40])[cH:41][cH:42]3)[cH:17][c:18]2[C:19]([O:22][S:23]([C:24]([F:25])([F:26])[F:27])(=[O:28])=[O:29])=[CH:20][CH2:21]1.[cH:1]1[cH:2][cH:3][s:4][cH:5]1.[cH:49]1[cH:50][cH:51][c:52]([P:53]([Pd:54]([P:55]([c:56]2[cH:57][cH:58][cH:59][cH:60][cH:61]2)([c:62]2[cH:63][cH:64][cH:65][cH:66][cH:67]2)[c:68]2[cH:69][cH:70][cH:71][cH:72][cH:73]2)([P:74]([c:75]2[cH:76][cH:77][cH:78][cH:79][cH:80]2)([c:81]2[cH:82][cH:83][cH:84][cH:85][cH:86]2)[c:87]2[cH:88][cH:89][cH:90][cH:91][cH:92]2)[P:93]([c:94]2[cH:95][cH:96][cH:97][cH:98][cH:99]2)([c:100]2[cH:101][cH:102][cH:103][cH:104][cH:105]2)[c:106]2[cH:107][cH:108][cH:109][cH:110][cH:111]2)([c:112]2[cH:113][cH:114][cH:115][cH:116][cH:117]2)[c:118]2[cH:119][cH:120][cH:121][cH:122][cH:123]2)[cH:124][cH:125]1>>[cH:1]1[cH:2][c:3]([C:19]2=[CH:20][CH2:21][C:12]([CH3:11])([CH3:43])[c:13]3[cH:14][cH:15][c:16]([N:30]=[N:31][c:32]4[cH:33][cH:34][c:35]([C:36](=[O:37])[O:38][CH2:39][CH3:40])[cH:41][cH:42]4)[cH:17][c:18]32)[s:4][cH:5]1.